Dataset: the Open Reaction Database (ORD), a public repository of structured organic reaction records. Task: describe an organic reaction: reactants, conditions, products, and yield Procedure: Additionally, a sample of the compound of formula (1) was prepared in water to determine the approximate solubility of the compound in the absence of excipients (e.g., CAPTISOL®). A concentration of approximately 300 mg/mL was achieved, not accounting for the volume contribution of the compound. The pH of the sample was determined to be 2.8, which was adjusted to the target of 4.0 using 0.1 N NaOH. Upon pH adjustment, precipitation of a small amount of solid was observed. The clear solution was ... Solvent: O (water). As a reaction SMILES: C[C@H]1[O:7][C@@H]2O[C@H]3[C@H](O)[C@@H](O)[C@@H](O[C@H]4[C@H](O)[C@@H](O)[C@@H](O[C@H]5[C@H](O)[C@@H](O)[C@@H](O[C@H]6[C@H](O)[C@@H](O)[C@@H](O[C@H]7[C@H](O)[C@@H](O)[C@@H](O[C@H]8[C@H](O)[C@@H](O)[C@@H](O[C@H]1[C@H](O)[C@H]2O)O[C@@H]8COCCCCS([O-])(=O)=O)O[C@@H]7CO)O[C@@H]6CO)O[C@@H]5CO)O[C@@H]4CO)O[C@@H]3CO.[Na+].[OH-].[Na+].[OH:88][NH:89][S:90]([C:93]1C=[CH:97][CH:96]=[C:95](S(C)(=O)=O)[CH:94]=1)(=[O:92])=[O:91]>O>[OH:88][NH:89][S:90]([C:93]1[O:7][C:96]([CH3:97])=[CH:95][CH:94]=1)(=[O:92])=[O:91] |f:0.1,2.3|. The reactants are C[C@@H]1[C@@H]2[C@@H]([C@H]([C@H](O1)O[C@@H]3[C@H](O[C@@H]([C@@H]([C@H]3O)O)O[C@@H]4[C@H](O[C@@H]([C@@H]([C@H]4O)O)O[C@@H]5[C@H](O[C@@H]([C@@H]([C@H]5O)O)O[C@@H]6[C@H](O[C@@H]([C@@H]([C@H]6O)O)O[C@@H]7[C@H](O[C@@H]([C@@H]([C@H]7O)O)O[C@@H]8[C@H](O[C@H](O2)[C@@H]([C@H]8O)O)COCCCCS(=O)(=O)[O-])CO)CO)CO)CO)CO)O)O.[Na+] (CAPTISOL), ONS(=O)(=O)C1=CC(=CC=C1)S(=O)(=O)C (N-Hydroxy-3-methanesulfonylbenzene-1-sulfonamide), [OH-].[Na+] (NaOH), ONS(=O)(=O)C1=CC(=CC=C1)S(=O)(=O)C (N-Hydroxy-3-methanesulfonylbenzene-1-sulfonamide). Yields the product ONS(=O)(=O)C=1OC(=CC1)C (N-Hydroxy-5-methylfuran-2-sulfonamide). Product: [N+](=O)([O-])C=1C=C(C=CC1)N1C(CNCC1)=O (1-(3-nitro-phenyl)-piperazin-2-one). Reported procedure: 205 a) 1-(3-nitro-phenyl)-piperazin-2-one was prepared from piperazin-2-one (1.00 g, 9.99 mmol) and 1-iodo-3-nitro-benzene (3.00 g, 12.0 mmol) in a manner analogous to Example 204a. 1H NMR (400 MHz, CDCl3, δ, ppm): 8.21 (s, 1H), 8.13 (d, J=8.2 Hz, 1H), 7.74 (d, J=7.8 Hz, 1H), 7.58 (t, J=8.0 Hz, 1H), 3.77 (t, J=4.9 Hz, 2H), 3.74 (s, 2H), 3.28 (t, J=4.8 Hz, 2H). MS=222 (MH)+. As a reaction SMILES: [NH:1]1[CH2:6][CH2:5][NH:4][CH2:3][C:2]1=[O:7].I[C:9]1[CH:14]=[CH:13][CH:12]=[C:11]([N+:15]([O-:17])=[O:16])[CH:10]=1>>[N+:15]([C:11]1[CH:10]=[C:9]([N:1]2[CH2:6][CH2:5][NH:4][CH2:3][C:2]2=[O:7])[CH:14]=[CH:13][CH:12]=1)([O-:17])=[O:16]. The reactants are N1C(CNCC1)=O (piperazin-2-one), IC1=CC(=CC=C1)[N+](=O)[O-] (1-iodo-3-nitro-benzene). The reactants are C(C=C)OC(=O)N[C@@](CO)(CCC=1OC(=CC1)C#CCCOC1CCCCC1)C ((2R)-2-Allyloxycarbonylamino-2-methyl-4-[5-(4-cyclohexyloxybut-1-ynyl)furan-2-yl]butan-1-ol), N1N=NN=C1 (1H-tetrazole), C(C)(C)N(P(OCC=C)OCC=C)C(C)C (diallyl diisopropylphosphoramidite), ClC1=CC(=CC=C1)C(=O)OO (m-chloroperbenzoic acid), S(=S)(=O)([O-])[O-].[Na+].[Na+] (sodium thiosulfate). The solvent is ClCCl (dichloromethane). Yields the product P(=O)(OC[C@](CCC=1OC(=CC1)C#CCCOC1CCCCC1)(C)NC(=O)OCC=C)(OCC=C)OCC=C ((2R)-2-Allyloxycarbonylamino-2-methyl-4-[5-(4-cyclohexyloxybut-1-ynyl)furan-2-yl]-1-butyl diallyl phosphate). The yield is 81.2%. RXN SMILES: [CH2:1]([O:4][C:5]([NH:7][C@:8]([CH3:29])([CH2:11][CH2:12][C:13]1[O:14][C:15]([C:18]#[C:19][CH2:20][CH2:21][O:22][CH:23]2[CH2:28][CH2:27][CH2:26][CH2:25][CH2:24]2)=[CH:16][CH:17]=1)[CH2:9][OH:10])=[O:6])[CH:2]=[CH2:3].N1C=NN=N1.C(N(C(C)C)[P:39]([O:44][CH2:45][CH:46]=[CH2:47])[O:40][CH2:41][CH:42]=[CH2:43])(C)C.ClC1C=CC=C(C(OO)=[O:59])C=1.S([O-])([O-])(=O)=S.[Na+].[Na+]>ClCCl>[P:39]([O:40][CH2:41][CH:42]=[CH2:43])([O:44][CH2:45][CH:46]=[CH2:47])([O:10][CH2:9][C@@:8]([NH:7][C:5]([O:4][CH2:1][CH:2]=[CH2:3])=[O:6])([CH3:29])[CH2:11][CH2:12][C:13]1[O:14][C:15]([C:18]#[C:19][CH2:20][CH2:21][O:22][CH:23]2[CH2:28][CH2:27][CH2:26][CH2:25][CH2:24]2)=[CH:16][CH:17]=1)=[O:59] |f:4.5.6|. Reported procedure: To a solution of (2R)-2-allyloxycarbonylamino-2-methyl-4-[5-(4-cyclohexyloxybut-1-ynyl)furan-2-yl]butan-1-ol (0.6202 g, 1.54 mmol) obtained in Example (26a) in dichloromethane (15 ml) were added successively 1H-tetrazole (0.7220 g, 10.31 mmol) and diallyl diisopropylphosphoramidite (0.81 ml, 3.06 mmol) with stirring under ice-cooling, and then the reaction mixture was stirred at room temperature for 2 hours. After stirring, to the reaction mixture was added m-chloroperbenzoic acid (content: 70%)... Starting materials: C(C)OC1=CC(CCC1)=O (3-ethoxy-2-cyclohexenone), [Br-] (bromide), ice water. Solvent: O1CCCC1 (THF). Product: C(CCCCC)C1=CC(CCC1)=O (3-hexyl-2-cyclohexenone). Isolated yield 111.3%. Reaction SMILES: C(O[C:4]1[CH2:9][CH2:8][CH2:7][C:6](=[O:10])[CH:5]=1)C.[Br-]>O1CCCC1>[CH2:8]([C:4]1[CH2:9][CH2:8][CH2:7][C:6](=[O:10])[CH:5]=1)[CH2:9][CH2:4][CH2:5][CH2:6][CH3:7]. Procedure: To a solution of 3-ethoxy-2-cyclohexenone (8.62 g, 61.50 mmol) in dry THF (tetrahydrofuran), hexylmagnesuim bromide (15.38 mL, 2.0 M, 30.75 mmol) was added dropwise with stirring. The mixture was kept at 0° C. (in an ice-water bath) during the whole process and then was allowed to warm (the ice-water bath was removed) to ambient temperature (approximately 22° C.). Hydrochloric acid (10 mL, 3.0 M) was added to the above mixture. The mixture was extracted with diethylether 3 times. The combined or...